This data is from the Open Reaction Database (ORD), a public repository of structured organic reaction records. The task is: describe an organic reaction: reactants, conditions, products, and yield The reactants are N(C1=CC=CC=C1)C=1N(C2=NC(=CC(=C2C(C1)=O)C)Cl)C1=CC=CC=C1 (2-anilino-7-chloro-5-methyl-1-phenyl-1,8-naphthyridin-4(1H)-one), C(C1=CC=CC=C1)[Mg]Cl (benzylmagnesium chloride). The reagents and catalysts are Cl[Ni]1([P](CCC[P](C2=CC=CC=C2)1C3=CC=CC=C3)(C4=CC=CC=C4)C5=CC=CC=C5)Cl (Ni(dppp)Cl2). The solvent is C1CCOC1 (THF). Run at time 5 minute. Yields the product N(C1=CC=CC=C1)C=1N(C2=NC(=CC(=C2C(C1)=O)C)CC1=CC=CC=C1)C1=CC=CC=C1 (2-anilino-7-benzyl-5-methyl-1-phenyl-1,8-naphthyridin-4(1H)-one). Isolated yield 40.9%. Reaction SMILES: [NH:1]([C:8]1[N:9]([C:21]2[CH:26]=[CH:25][CH:24]=[CH:23][CH:22]=2)[C:10]2[C:15]([C:16](=[O:18])[CH:17]=1)=[C:14]([CH3:19])[CH:13]=[C:12](Cl)[N:11]=2)[C:2]1[CH:7]=[CH:6][CH:5]=[CH:4][CH:3]=1.[CH2:27]([Mg]Cl)[C:28]1[CH:33]=[CH:32][CH:31]=[CH:30][CH:29]=1>C1COCC1.Cl[Ni]1(Cl)[P](C2C=CC=CC=2)(C2C=CC=CC=2)CCC[P]1(C1C=CC=CC=1)C1C=CC=CC=1>[NH:1]([C:8]1[N:9]([C:21]2[CH:26]=[CH:25][CH:24]=[CH:23][CH:22]=2)[C:10]2[C:15]([C:16](=[O:18])[CH:17]=1)=[C:14]([CH3:19])[CH:13]=[C:12]([CH2:27][C:28]1[CH:33]=[CH:32][CH:31]=[CH:30][CH:29]=1)[N:11]=2)[C:2]1[CH:7]=[CH:6][CH:5]=[CH:4][CH:3]=1 |^1:43,59|. Procedure details: To a solution of 2-anilino-7-chloro-5-methyl-1-phenyl-1,8-naphthyridin-4(1H)-one (100 mg, 0.277 mmol) in THF was added Ni(dppp)Cl2 (37.0 mg, 0.069 mmol). After stirring for 5 min, benzylmagnesium chloride (2M, 1.45 mL, 2.90 mmol) was added dropwise via syringe and the mixture was allowed to stir for 24 h. The mixture was quenched with 1 N HCl and extracted with EtOAc. The organic layer was washed brine, dried over MgSO4, and concentrated in vacuo. Purification by preparative HPLC (10% MeNC in wa... Starting materials: Cc1cc([N+](=O)[O-])ccc1Oc1ccnc(NC(=O)N2CCCC2)c1, CCOC(C)=O, CCO, [Cl-], [Fe], [NH4+], O. Yields the product Cc1cc(N)ccc1Oc1ccnc(NC(=O)N2CCCC2)c1. RXN SMILES: [CH3:1][c:2]1[c:3]([O:4][c:5]2[cH:6][c:7]([NH:11][C:12](=[O:13])[N:14]3[CH2:15][CH2:16][CH2:17][CH2:18]3)[n:8][cH:9][cH:10]2)[cH:19][cH:20][c:21]([N+:23]([O-:24])=[O:25])[cH:22]1.[CH3:29][CH2:30][O:31][C:32](=[O:33])[CH3:34].[CH3:35][CH2:36][OH:37].[Cl-:26].[Fe:38].[NH4+:27].[OH2:28]>>[CH3:1][c:2]1[c:3]([O:4][c:5]2[cH:6][c:7]([NH:11][C:12](=[O:13])[N:14]3[CH2:15][CH2:16][CH2:17][CH2:18]3)[n:8][cH:9][cH:10]2)[cH:19][cH:20][c:21]([NH2:23])[cH:22]1. Reactants: CC(=O)SC1CC(CCc2ccc(CNC(=O)OCc3ccc([N+](=O)[O-])cc3)cc2)N(C(=O)OCc2ccc([N+](=O)[O-])cc2)C1, CO, Cl, [Na+], C1CCOC1, [OH-]. Yields the product O=C(NCc1ccc(CCC2CC(S)CN2C(=O)OCc2ccc([N+](=O)[O-])cc2)cc1)OCc1ccc([N+](=O)[O-])cc1. RXN SMILES: [C:1](=[O:2])([CH3:3])[S:4][CH:5]1[CH2:6][CH:7]([CH2:23][CH2:24][c:25]2[cH:26][cH:27][c:28]([CH2:31][NH:32][C:33](=[O:34])[O:35][CH2:36][c:37]3[cH:38][cH:39][c:40]([N+:43](=[O:44])[O-:45])[cH:41][cH:42]3)[cH:29][cH:30]2)[N:8]([C:10](=[O:11])[O:12][CH2:13][c:14]2[cH:15][cH:16][c:17]([N+:20](=[O:21])[O-:22])[cH:18][cH:19]2)[CH2:9]1.[CH3:49][OH:50].[ClH:48].[Na+:47].[O:51]1[CH2:52][CH2:53][CH2:54][CH2:55]1.[OH-:46]>>[SH:4][CH:5]1[CH2:6][CH:7]([CH2:23][CH2:24][c:25]2[cH:26][cH:27][c:28]([CH2:31][NH:32][C:33](=[O:34])[O:35][CH2:36][c:37]3[cH:38][cH:39][c:40]([N+:43](=[O:44])[O-:45])[cH:41][cH:42]3)[cH:29][cH:30]2)[N:8]([C:10](=[O:11])[O:12][CH2:13][c:14]2[cH:15][cH:16][c:17]([N+:20](=[O:21])[O-:22])[cH:18][cH:19]2)[CH2:9]1. Starting materials: ClC1=CC(Cl)=CC(C(O2)=NC3=C2C=C(C([H])=O)C=C3)=C1, O=C(SCC)C(C(O)=O)OCC1=CC=CC=C1. The reagents and catalysts are CN(C)c1ccncc1, 4Å Molecular Sieve, C1CNCC1. Solvent: C1COCC1. Conditions: temperature 25 celsius, time 24 hour. The product is ClC1=CC(Cl)=CC(C(O2)=NC3=C2C=C(/C=C(OCC4=CC=CC=C4)/C(SCC)=O)C=C3)=C1. Isolated yield 96.0%. Yields the product C(#N)C(C=1C(=C(C(=NC1C(F)(F)F)C(F)F)C(=O)O)CC(C)C)=C1OCCC1 (5-[Cyano(dihydro-2(3H)-furanylidene)methyl]-2-(difluoromethyl)-4-(2-methylpropyl)-6-(trifluoromethyl)-3-pyridinecarboxylic acid). Procedure: To a solution of 10.0 g (23.9 mmol) of the compound of Example 2 in 100 mL methanol were added 14.7 g (223 mmol) KOH pellets (85%). The mixture was stirred at room temperature for 3 days and was then partitioned between ether and water. The aqueous layer was acidified with conc. HCl and extracted with ether. The ether layer was washed with brine, dried over magnesium sulfate, and filtered. The filtered. The filtrate was evaporated in vacuo and the residue was recrystallized from ethyl acetate/he... The solvent is CO (methanol). Run at time 3 day. As a reaction SMILES: [C:1]([C:3](=[C:25]1[CH2:29][CH2:28][CH2:27][O:26]1)[C:4]1[C:5]([CH2:21][CH:22]([CH3:24])[CH3:23])=[C:6]([C:17]([O:19]C)=[O:18])[C:7]([CH:14]([F:16])[F:15])=[N:8][C:9]=1[C:10]([F:13])([F:12])[F:11])#[N:2].[OH-].[K+]>CO>[C:1]([C:3](=[C:25]1[CH2:29][CH2:28][CH2:27][O:26]1)[C:4]1[C:5]([CH2:21][CH:22]([CH3:24])[CH3:23])=[C:6]([C:17]([OH:19])=[O:18])[C:7]([CH:14]([F:16])[F:15])=[N:8][C:9]=1[C:10]([F:12])([F:11])[F:13])#[N:2] |f:1.2|. Yield: 92.1%. Reactants: C(#N)C(C=1C(=C(C(=NC1C(F)(F)F)C(F)F)C(=O)OC)CC(C)C)=C1OCCC1 (5-[Cyano(dihydro-2(3H)-furanylidene)methyl]-4-(2-methylpropyl)-2-(difluoromethyl)6-(trifluoromethyl)-3-pyridinecarboxylic acid, methyl ester), [OH-].[K+] (KOH). The reactants are ClCCl, CSc1nc(-c2ccccc2)c(-c2ccccc2)s1, O=C(OO)c1cccc(Cl)c1. Product: CS(=O)c1nc(-c2ccccc2)c(-c2ccccc2)s1. As a reaction SMILES: [CH2:31]([Cl:32])[Cl:33].[CH3:1][S:2][c:3]1[s:4][c:5](-[c:14]2[cH:15][cH:16][cH:17][cH:18][cH:19]2)[c:6](-[c:8]2[cH:9][cH:10][cH:11][cH:12][cH:13]2)[n:7]1.[Cl:20][c:21]1[cH:22][c:23]([C:28](=[O:25])[O:29][OH:30])[cH:24][cH:26][cH:27]1>>[CH3:1][S:2]([c:3]1[s:4][c:5](-[c:14]2[cH:15][cH:16][cH:17][cH:18][cH:19]2)[c:6](-[c:8]2[cH:9][cH:10][cH:11][cH:12][cH:13]2)[n:7]1)=[O:25].